This data is from the Open Reaction Database (ORD), a public repository of structured organic reaction records. The task is: describe an organic reaction: reactants, conditions, products, and yield Starting materials: C1=C(C=CC2=CC=CC=C12)CC#N (2-naphthaleneacetonitrile), Cl.C(CCCC)N1CCNCC1 (4-pentylpiperazine hydrochloride), C=O (paraformaldehyde). The product is C1=C(C=CC2=CC=CC=C12)C(C#N)CN1CCN(CC1)CCCCC (α-(2-Naphthalenyl)-4-pentylpiperazinepropanenitrile). RXN SMILES: [CH:1]1[C:10]2[C:5](=[CH:6][CH:7]=[CH:8][CH:9]=2)[CH:4]=[CH:3][C:2]=1[CH2:11][C:12]#[N:13].Cl.[CH2:15]([N:20]1[CH2:25][CH2:24][NH:23][CH2:22][CH2:21]1)[CH2:16][CH2:17][CH2:18][CH3:19].[CH2:26]=O>>[CH:1]1[C:10]2[C:5](=[CH:6][CH:7]=[CH:8][CH:9]=2)[CH:4]=[CH:3][C:2]=1[CH:11]([CH2:26][N:23]1[CH2:22][CH2:21][N:20]([CH2:15][CH2:16][CH2:17][CH2:18][CH3:19])[CH2:25][CH2:24]1)[C:12]#[N:13] |f:1.2|. Procedure: In a manner similar to Preparation 11 react 2-naphthaleneacetonitrile with 4-pentylpiperazine hydrochloride and paraformaldehyde to obtain the title compound. Starting materials: O=C([O-])[O-], CN(C)C=O, COc1cc2c(Oc3ccc(C)cc3C(=O)c3ccccc3)ccnc2cc1OCCCCCl, [K+], [K+], C1CCN(C2CCNCC2)C1, O. The product is COc1cc2c(Oc3ccc(C)cc3C(=O)c3ccccc3)ccnc2cc1OCCCCN1CCC(N2CCCC2)CC1. RXN SMILES: [C:46](=[O:47])([O-:48])[O-:49].[CH3:53][N:54]([CH3:55])[CH:56]=[O:57].[Cl:1][CH2:2][CH2:3][CH2:4][CH2:5][O:6][c:7]1[c:8]([O:33][CH3:34])[cH:9][c:10]2[c:11]([O:17][c:18]3[c:19]([C:25](=[O:26])[c:27]4[cH:28][cH:29][cH:30][cH:31][cH:32]4)[cH:20][c:21]([CH3:24])[cH:22][cH:23]3)[cH:12][cH:13][n:14][c:15]2[cH:16]1.[K+:50].[K+:51].[N:35]1([CH:40]2[CH2:41][CH2:42][NH:43][CH2:44][CH2:45]2)[CH2:36][CH2:37][CH2:38][CH2:39]1.[OH2:52]>>[CH2:2]([CH2:3][CH2:4][CH2:5][O:6][c:7]1[c:8]([O:33][CH3:34])[cH:9][c:10]2[c:11]([O:17][c:18]3[c:19]([C:25](=[O:26])[c:27]4[cH:28][cH:29][cH:30][cH:31][cH:32]4)[cH:20][c:21]([CH3:24])[cH:22][cH:23]3)[cH:12][cH:13][n:14][c:15]2[cH:16]1)[N:43]1[CH2:42][CH2:41][CH:40]([N:35]2[CH2:36][CH2:37][CH2:38][CH2:39]2)[CH2:45][CH2:44]1. The reactants are CC(=O)O, CC(N)COc1cccc2ncnc(Nc3ccc(O)c(Cl)c3)c12. The product is CC(=O)NC(C)COc1cccc2ncnc(Nc3ccc(O)c(Cl)c3)c12. RXN SMILES: [CH3:25][C:26]([OH:27])=[O:28].[NH2:1][CH:2]([CH2:3][O:4][c:5]1[c:6]2[c:7]([NH:15][c:16]3[cH:17][c:18]([Cl:23])[c:19]([OH:22])[cH:20][cH:21]3)[n:8][cH:9][n:10][c:11]2[cH:12][cH:13][cH:14]1)[CH3:24]>>[NH:1]([CH:2]([CH2:3][O:4][c:5]1[c:6]2[c:7]([NH:15][c:16]3[cH:17][c:18]([Cl:23])[c:19]([OH:22])[cH:20][cH:21]3)[n:8][cH:9][n:10][c:11]2[cH:12][cH:13][cH:14]1)[CH3:24])[C:26]([CH3:25])=[O:27]. The reactants are COC=1C=CC(=C2CCC(CC12)NC(C)=O)SC (N-[1,2,3,4-tetrahydro-8-methoxy-5-(methylthio)-2-naphthalenyl]acetamide), N1=CC=CC=C1 (pyridine), P(Cl)(Cl)(Cl)(Cl)Cl (Phosphorous pentachloride). Run in C1(=CC=CC=C1)C (toluene). Run at time 2 hour. Product: COC=1C=CC(=C2CCC(CC12)N)SC (1,2,3,4-tetrahydro-8-methoxy-5-(methylthio)-2-naphthalenamine). As a reaction SMILES: [CH3:1][O:2][C:3]1[CH:4]=[CH:5][C:6]([S:17][CH3:18])=[C:7]2[C:12]=1[CH2:11][CH:10]([NH:13]C(=O)C)[CH2:9][CH2:8]2.N1C=CC=CC=1.P(Cl)(Cl)(Cl)(Cl)Cl>C1(C)C=CC=CC=1>[CH3:1][O:2][C:3]1[CH:4]=[CH:5][C:6]([S:17][CH3:18])=[C:7]2[C:12]=1[CH2:11][CH:10]([NH2:13])[CH2:9][CH2:8]2. Procedure: A solution of 1.0 g. (3.8 mmole) of N-[1,2,3,4-tetrahydro-8-methoxy-5-(methylthio)-2-naphthalenyl]acetamide in 100 ml. of toluene containing 0.474 g. (6 mmole) of pyridine was heated to 65°. Phosphorous pentachloride (1.25 g., 6 mmol.) was added and heating continued for two hours. The toluene was removed under reduced pressure, 200 ml. of methanol was added and the solution stirred overnight at room temperature. The methanol was evaporated and 100 ml. of 1:1 tetrahydrofuran-H2O was added. After... Reactants: BrCCCCOC1=CC=C(C(=O)C2=C(OC3=C2C=CC=C3)C3=CC=CC=C3)C=C1 (3-[4-(4-bromobutoxy)benzoyl]-2-phenylbenzofuran), CN (methylamine). The product is CNCCCCOC1=CC=C(C(=O)C2=C(OC3=C2C=CC=C3)C3=CC=CC=C3)C=C1 (3-[4-(4-methylaminobutoxy)benzoyl]-2-phenylbenzofuran). Reaction SMILES: Br[CH2:2][CH2:3][CH2:4][CH2:5][O:6][C:7]1[CH:29]=[CH:28][C:10]([C:11]([C:13]2[C:17]3[CH:18]=[CH:19][CH:20]=[CH:21][C:16]=3[O:15][C:14]=2[C:22]2[CH:27]=[CH:26][CH:25]=[CH:24][CH:23]=2)=[O:12])=[CH:9][CH:8]=1.[CH3:30][NH2:31]>>[CH3:30][NH:31][CH2:2][CH2:3][CH2:4][CH2:5][O:6][C:7]1[CH:29]=[CH:28][C:10]([C:11]([C:13]2[C:17]3[CH:18]=[CH:19][CH:20]=[CH:21][C:16]=3[O:15][C:14]=2[C:22]2[CH:27]=[CH:26][CH:25]=[CH:24][CH:23]=2)=[O:12])=[CH:9][CH:8]=1. Procedure details: Reaction of 3-[4-(4-bromobutoxy)benzoyl]-2-phenylbenzofuran with methylamine according to the procedure described in Example 4 gives 3-[4-(4-methylaminobutoxy)benzoyl]-2-phenylbenzofuran. The reactants are CN(C)c1ccccc1, COC(=O)Cl, Nc1cc(Oc2ccccc2O)c(Cl)cc1F, Cl, C1CCOC1. The product is COC(=O)Nc1cc(Oc2ccccc2O)c(Cl)cc1F. RXN SMILES: [CH3:23][N:24]([c:25]1[cH:26][cH:27][cH:28][cH:29][cH:30]1)[CH3:31].[Cl:18][C:19](=[O:20])[O:21][CH3:22].[Cl:1][c:2]1[cH:3][c:4]([F:17])[c:5]([NH2:6])[cH:7][c:8]1[O:9][c:10]1[c:11]([OH:16])[cH:12][cH:13][cH:14][cH:15]1.[ClH:32].[O:33]1[CH2:34][CH2:35][CH2:36][CH2:37]1>>[Cl:1][c:2]1[cH:3][c:4]([F:17])[c:5]([NH:6][C:19](=[O:20])[O:21][CH3:22])[cH:7][c:8]1[O:9][c:10]1[c:11]([OH:16])[cH:12][cH:13][cH:14][cH:15]1. The reactants are OC(CCN)(C1=CC=CC=C1)C1=CC=CC=C1 (3-hydroxy-3,3-diphenylpropylamine), C(C1=CC=CC=C1)(=O)Cl (benzoyl chloride). The solvent is C(Cl)Cl (methylene chloride), N1=CC=CC=C1 (pyridine), C(Cl)Cl (methylene chloride). Conditions: time 1 hour. Yields the product C(C1=CC=CC=C1)(=O)NCCC(C1=CC=CC=C1)(C1=CC=CC=C1)O (N-benzoyl-3-hydroxy-3,3-diphenylpropylamine). As a reaction SMILES: [OH:1][C:2]([C:12]1[CH:17]=[CH:16][CH:15]=[CH:14][CH:13]=1)([C:6]1[CH:11]=[CH:10][CH:9]=[CH:8][CH:7]=1)[CH2:3][CH2:4][NH2:5].[C:18](Cl)(=[O:25])[C:19]1[CH:24]=[CH:23][CH:22]=[CH:21][CH:20]=1>C(Cl)Cl.N1C=CC=CC=1>[C:18]([NH:5][CH2:4][CH2:3][C:2]([OH:1])([C:12]1[CH:17]=[CH:16][CH:15]=[CH:14][CH:13]=1)[C:6]1[CH:11]=[CH:10][CH:9]=[CH:8][CH:7]=1)(=[O:25])[C:19]1[CH:24]=[CH:23][CH:22]=[CH:21][CH:20]=1. Procedure: To the solution of 58.0 g of 3-hydroxy-3,3-diphenylpropylamine in 700 ml of methylene chloride and 30.5 g of pyridine, that of 37.5 g of benzoyl chloride in 300 ml of methylene chloride is added dropwise during 2 hours while stirring and cooling with an ice-bath. Stirring is continued for 1 hour at 0°-5°, the mixture washed twice with 200 ml of N hydrochloric acid, 150 ml of 5% aqueous sodium hydroxide and 25 ml of water each, dried, evaporated and the residue triturated with diethyl ether, to y... RXN SMILES: [C:1]([CH3:2])([CH3:3])([CH3:4])[O:5][C:6]([CH2:7][N:8]1[C:9](=[O:31])[CH:10]([NH:23][C:24](=[O:25])[O:26][C:27]([CH3:28])([CH3:29])[CH3:30])[CH:11]1[CH2:12][CH2:13][C:14]([S:15][c:16]1[cH:17][cH:18][cH:19][cH:20][cH:21]1)=[O:22])=[O:32].[CH2:46]1[O:47][CH2:48][CH2:49][CH2:50]1.[CH3:33][SiH:34]([CH3:35])[N:36]([CH3:37])[Si:38]([CH3:39])([CH3:40])[CH3:41].[Cl-:43].[ClH:45].[Li:42].[NH4+:44]>>[C:1]([CH3:2])([CH3:3])([CH3:4])[O:5][C:6]([C:7]1=[C:14]([OH:22])[CH2:13][CH2:12][CH:11]2[N:8]1[C:9](=[O:31])[CH:10]2[NH:23][C:24](=[O:25])[O:26][C:27]([CH3:28])([CH3:29])[CH3:30])=[O:32]. Product: CC(C)(C)OC(=O)NC1C(=O)N2C(C(=O)OC(C)(C)C)=C(O)CCC12. Starting materials: CC(C)(C)OC(=O)CN1C(=O)C(NC(=O)OC(C)(C)C)C1CCC(=O)Sc1ccccc1, C1CCOC1, CN([SiH](C)C)[Si](C)(C)C, [Cl-], Cl, [Li], [NH4+]. Reactants: BrCC1=NN(C2=CC=CC=C12)C(=O)OC(C)(C)C (3-bromomethyl-1-tert-butoxycarbonyl-1H-indazole), CC1C(N(C2=C(N(C1=O)CC(=O)N(C1=CC=C(C=C1)OC)C(C)C)C=CC=C2)C=2C=NC=CC2)=O (2-(3-Methyl-2,4-dioxo-5-pyridin-3-yl-2,3,4,5-tetrahydro-benzo[b][1,4]diazepin-1-yl)-N-isopropyl-N-(4-methoxy-phenyl)-acetamide), [NH4+].[Cl-] (NH4Cl), solution, C[Si](C)(C)[N-][Si](C)(C)C.[Na+] (NaN(TMS)2). The solvent is CN(C)C=O (DMF), CN(C)C=O (DMF), C1CCOC1 (THF). Reaction conditions: time 10 minute. Yields the product CC1(C(N(C2=C(N(C1=O)CC(=O)N(C1=CC=C(C=C1)OC)C(C)C)C=CC=C2)C=2C=NC=CC2)=O)CC2=NN(C1=CC=CC=C21)C(=O)OC(C)(C)C (2-[3-Methyl-3-(1-tert-butoxycarbonyl-1H-indazol-3-ylmethyl)-2,4-dioxo-5-pyridin-3-yl-2,3,4,5-tetrahydro-benzo[b][1,4]diazepin-1-yl]-N-isopropyl-N-(4-methoxy-phenyl)-acetamide). Isolated yield 69.6%. Reaction SMILES: [CH3:1][CH:2]1[C:8](=[O:9])[N:7]([CH2:10][C:11]([N:13]([CH:22]([CH3:24])[CH3:23])[C:14]2[CH:19]=[CH:18][C:17]([O:20][CH3:21])=[CH:16][CH:15]=2)=[O:12])[C:6]2[CH:25]=[CH:26][CH:27]=[CH:28][C:5]=2[N:4]([C:29]2[CH:30]=[N:31][CH:32]=[CH:33][CH:34]=2)[C:3]1=[O:35].C[Si]([N-][Si](C)(C)C)(C)C.[Na+].Br[CH2:47][C:48]1[C:56]2[C:51](=[CH:52][CH:53]=[CH:54][CH:55]=2)[N:50]([C:57]([O:59][C:60]([CH3:63])([CH3:62])[CH3:61])=[O:58])[N:49]=1.[NH4+].[Cl-]>CN(C=O)C.C1COCC1>[CH3:1][C:2]1([CH2:47][C:48]2[C:56]3[C:51](=[CH:52][CH:53]=[CH:54][CH:55]=3)[N:50]([C:57]([O:59][C:60]([CH3:63])([CH3:62])[CH3:61])=[O:58])[N:49]=2)[C:8](=[O:9])[N:7]([CH2:10][C:11]([N:13]([CH:22]([CH3:23])[CH3:24])[C:14]2[CH:15]=[CH:16][C:17]([O:20][CH3:21])=[CH:18][CH:19]=2)=[O:12])[C:6]2[CH:25]=[CH:26][CH:27]=[CH:28][C:5]=2[N:4]([C:29]2[CH:30]=[N:31][CH:32]=[CH:33][CH:34]=2)[C:3]1=[O:35] |f:1.2,4.5|. Procedure: To a stirring solution of 2.33 g (4.93 mmol) of 2-(3-Methyl-2,4-dioxo-5-pyridin-3-yl-2,3,4,5-tetrahydro-benzo[b][1,4]diazepin-1-yl)-N-isopropyl-N-(4-methoxy-phenyl)-acetamide, prepared as in Part A, in 50 mL of DMF at 0° C. is added 5.42 mL (5.42 mmol) of a 1.0M solution of NaN(TMS)2 in THF. The resulting solution is stirred 10 min, then a solution of 1.69 g (5.42 mmol) of 3-bromomethyl-1-tert-butoxycarbonyl-1H-indazole in 10 mL of DMF is added. The resulting solution is stirred at RT for 2 h th...